This data is from the Open Reaction Database (ORD), a public repository of structured organic reaction records. The task is: describe an organic reaction: reactants, conditions, products, and yield The reactants are Cc1cc2c(cc1C(=O)Oc1ccc(C(=O)OCc3ccccc3)cc1)C(C)(C)CCC2(C)C, CCOC(C)=O. The product is Cc1cc2c(cc1C(=O)Oc1ccc(C(=O)O)cc1)C(C)(C)CCC2(C)C. Reaction SMILES: [CH3:1][c:2]1[c:3]([C:16](=[O:17])[O:18][c:19]2[cH:20][cH:21][c:22]([C:23](=[O:24])[O:25][CH2:26][c:27]3[cH:28][cH:29][cH:30][cH:31][cH:32]3)[cH:33][cH:34]2)[cH:4][c:5]2[c:10]([cH:11]1)[C:9]([CH3:12])([CH3:13])[CH2:8][CH2:7][C:6]2([CH3:14])[CH3:15].[CH3:35][CH2:36][O:37][C:38](=[O:39])[CH3:40]>>[CH3:1][c:2]1[c:3]([C:16](=[O:17])[O:18][c:19]2[cH:20][cH:21][c:22]([C:23](=[O:24])[OH:25])[cH:33][cH:34]2)[cH:4][c:5]2[c:10]([cH:11]1)[C:9]([CH3:12])([CH3:13])[CH2:8][CH2:7][C:6]2([CH3:14])[CH3:15]. The reactants are C(C)(C)(C)O (tert.-butanol), [H-].[Al+3].[Li+].[H-].[H-].[H-] (lithium aluminum hydride), CC1([C@H]([C@@H]1C(=O)Cl)C(C)=O)C (trans-3,3-dimethyl-2-acetyl-cyclopropanecarboxylic acid chloride), [Cl-].[Na+] (sodium chloride), ice. Solvent: O1CCCC1 (tetrahydrofuran), CCOCC (ether), O1CCCC1 (tetrahydrofuran). Conditions: time 2 hour. Product: CC1([C@H]([C@@H]1C=O)C(C)=O)C (trans-3,3-dimethyl-2-acetyl-cyclopropanecarboxaldehyde). The yield is 60.4%. RXN SMILES: C(O)(C)(C)C.[H-].[Al+3].[Li+].[H-].[H-].[H-].[CH3:12][C:13]1([CH3:22])[C@@H:15]([C:16](Cl)=[O:17])[C@@H:14]1[C:19](=[O:21])[CH3:20].[Cl-].[Na+]>O1CCCC1.CCOCC>[CH3:12][C:13]1([CH3:22])[C@@H:15]([CH:16]=[O:17])[C@@H:14]1[C:19](=[O:21])[CH3:20] |f:1.2.3.4.5.6,8.9|. Reported procedure: 36.6 g (0.495 mol) of tert.-butanol were added dropwise, at 20°-30° C., to a mixture of 6.3 g (0.165 mol) of lithium aluminum hydride and 100 ml of tetrahydrofuran in the course of 1 hour. The mixture was subsequently stirred for 2 hours at room temperature and was then added dropwise, at -50° to -60° C., to a solution of 26.1 g (0.15 mol) of trans-3,3-dimethyl-2-acetyl-cyclopropanecarboxylic acid chloride in 75 ml of tetrahydrofuran. When the addition was complete, the mixture was subsequently ... Reactants: [BH3-]C#N, C=CCC(NC(=O)N1C(=O)C(CC)(CC)C1Oc1ccc(C(=O)COC)cc1)c1ccc(C)cc1, CO, [Cl-], [K+], [NH4+], [Na+], [OH-]. The product is C=CCC(NC(=O)N1C(=O)C(CC)(CC)C1Oc1ccc(C(O)COC)cc1)c1ccc(C)cc1. RXN SMILES: [C:40]([BH3-:41])#[N:42].[CH2:5]([CH3:6])[C:7]1([CH2:38][CH3:39])[C:8](=[O:37])[N:9]([C:23](=[O:24])[NH:25][CH:26]([c:27]2[cH:28][cH:29][c:30]([CH3:33])[cH:31][cH:32]2)[CH2:34][CH:35]=[CH2:36])[CH:10]1[O:11][c:12]1[cH:13][cH:14][c:15]([C:18]([CH2:19][O:20][CH3:21])=[O:22])[cH:16][cH:17]1.[CH3:44][OH:45].[Cl-:1].[K+:4].[NH4+:2].[Na+:43].[OH-:3]>>[CH2:5]([CH3:6])[C:7]1([CH2:38][CH3:39])[C:8](=[O:37])[N:9]([C:23](=[O:24])[NH:25][CH:26]([c:27]2[cH:28][cH:29][c:30]([CH3:33])[cH:31][cH:32]2)[CH2:34][CH:35]=[CH2:36])[CH:10]1[O:11][c:12]1[cH:13][cH:14][c:15]([CH:18]([CH2:19][O:20][CH3:21])[OH:22])[cH:16][cH:17]1. Starting materials: C=C(C(=O)OCC)C(=O)OCC, CO, O=[N+]([O-])C([N+](=O)[O-])[N+](=O)[O-], O. The product is CCOC(=O)C(CC([N+](=O)[O-])([N+](=O)[O-])[N+](=O)[O-])C(=O)OCC. As a reaction SMILES: [CH2:1]=[C:2]([C:3](=[O:4])[O:5][CH2:6][CH3:7])[C:8](=[O:9])[O:10][CH2:11][CH3:12].[CH3:24][OH:25].[CH:13]([N+:14](=[O:15])[O-:16])([N+:17](=[O:18])[O-:19])[N+:20](=[O:21])[O-:22].[OH2:23]>>[CH2:1]([CH:2]([C:3](=[O:4])[O:5][CH2:6][CH3:7])[C:8](=[O:9])[O:10][CH2:11][CH3:12])[C:13]([N+:14](=[O:15])[O-:16])([N+:17](=[O:18])[O-:19])[N+:20](=[O:21])[O-:22].